From a dataset of the Open Reaction Database (ORD), a public repository of structured organic reaction records. describe an organic reaction: reactants, conditions, products, and yield Reactants: NC1=CC=C(C=C1)S(=O)(=O)NC1=C(C=CC=C1)C (4-Amino-N-o-tolyl-benzenesulfonamide), COC1=C(C=CC(=C1)[N+](=O)[O-])S(=O)(=O)NC=1C=C(C=CC1)C (2-Methoxy-4-nitro-N-m-tolyl-benzenesulfonamide). The product is NC1=CC(=C(C=C1)S(=O)(=O)NC1=CC=C(C=C1)C)OC (4-amino-2-methoxy-N-p-tolyl-benzenesulfonamide). Isolated yield 93.0%. As a reaction SMILES: N[C:2]1C=CC(S(NC2C=CC=CC=2C)(=O)=O)=CC=1.[CH3:19][O:20][C:21]1[CH:26]=[C:25]([N+:27]([O-])=O)[CH:24]=[CH:23][C:22]=1[S:30]([NH:33][C:34]1[CH:35]=[C:36](C)[CH:37]=[CH:38][CH:39]=1)(=[O:32])=[O:31]>>[NH2:27][C:25]1[CH:24]=[CH:23][C:22]([S:30]([NH:33][C:34]2[CH:39]=[CH:38][C:37]([CH3:2])=[CH:36][CH:35]=2)(=[O:31])=[O:32])=[C:21]([O:20][CH3:19])[CH:26]=1. Procedure: (RK1-1-42) I This compound was prepared according to the procedure described for compound 12a except using 11i to obtain the required product as a light yellow solid (130 mg, 93%). Mp=158-160° C.; 1H NMR (400 MHz, CDCl3) δ 7.52 (d, J=8.8 Hz, 1H), 6.98 (d, J=8.2 Hz, 2H), 6.93 (d, J=8.2 Hz, 2H) 6.70 (br s, 1H), 6.16 (s, 1H), 6.14 (app d, J=2.0 Hz, 1H), 4.05 (br s, 2H), 3.95 (s, 3H), 2.23 (s, 3H). Starting materials: C(C=C)N(C(C(=O)NC1=CC(=C(C(=C1)F)[Si](C)(C)C)F)C1=CC=C(C=C1)COC)CC=C (2-(diallylamino)-N-(3,5-difluoro-4-(trimethylsilyl)phenyl)-2-(4-(methoxymethyl)phenyl)acetamide), CN1C(=O)N(C(=O)CC1=O)C (1,3-dimethylbarbituric acid). The reagents and catalysts are C=1C=CC(=CC1)[P](C=2C=CC=CC2)(C=3C=CC=CC3)[Pd]([P](C=4C=CC=CC4)(C=5C=CC=CC5)C=6C=CC=CC6)([P](C=7C=CC=CC7)(C=8C=CC=CC8)C=9C=CC=CC9)[P](C=1C=CC=CC1)(C=1C=CC=CC1)C=1C=CC=CC1 (Pd(PPh3)4). Run in C1CCOC1 (THF). Run at time 8 hour. Product: NC(C(=O)NC1=CC(=C(C(=C1)F)[Si](C)(C)C)F)C1=CC=C(C=C1)COC (2-amino-N-(3,5-difluoro-4-(trimethylsilyl)phenyl)-2-(4-(methoxymethyl)phenyl)acetamide). The yield is 71.4%. As a reaction SMILES: C([N:4](CC=C)[CH:5]([C:21]1[CH:26]=[CH:25][C:24]([CH2:27][O:28][CH3:29])=[CH:23][CH:22]=1)[C:6]([NH:8][C:9]1[CH:14]=[C:13]([F:15])[C:12]([Si:16]([CH3:19])([CH3:18])[CH3:17])=[C:11]([F:20])[CH:10]=1)=[O:7])C=C.CN1C(=O)CC(=O)N(C)C1=O>C1COCC1.C1C=CC([P]([Pd]([P](C2C=CC=CC=2)(C2C=CC=CC=2)C2C=CC=CC=2)([P](C2C=CC=CC=2)(C2C=CC=CC=2)C2C=CC=CC=2)[P](C2C=CC=CC=2)(C2C=CC=CC=2)C2C=CC=CC=2)(C2C=CC=CC=2)C2C=CC=CC=2)=CC=1>[NH2:4][CH:5]([C:21]1[CH:22]=[CH:23][C:24]([CH2:27][O:28][CH3:29])=[CH:25][CH:26]=1)[C:6]([NH:8][C:9]1[CH:14]=[C:13]([F:15])[C:12]([Si:16]([CH3:17])([CH3:18])[CH3:19])=[C:11]([F:20])[CH:10]=1)=[O:7] |^1:52,54,73,92|. Reported procedure: To a solution of 2-(diallylamino)-N-(3,5-difluoro-4-(trimethylsilyl)phenyl)-2-(4-(methoxymethyl)phenyl)acetamide (6.79 g, 14.81 mmol) and 1,3-dimethylbarbituric acid (4.85 g, 31.09 mmol) in THF (120 mL) was added Pd(PPh3)4 (0.684 g, 0.59 mmol), and the mixture was stirred overnight at room temperature under argon atmosphere. The reaction solution was concentrated, and the obtained residue was purified by silica gel column chromatography (NH, solvent gradient; 50→100% ethyl acetate/hexane) to giv... Reactants: CS(C)=O, CC(C)Br, [K+], [Na+], [OH-], CC[Si](CC)(CC)OC(COc1ccccc1)CN(C(=O)OC(C)(C)C)C1CCCc2ccc(O)cc2C1, O=C([O-])O. Product: CC[Si](CC)(CC)OC(COc1ccccc1)CN(C(=O)OC(C)(C)C)C1CCCc2ccc(OC(C)C)cc2C1. As a reaction SMILES: [CH3:50][S:51]([CH3:52])=[O:53].[CH:41]([CH3:42])([CH3:43])[Br:44].[K+:2].[Na+:45].[OH-:1].[OH:3][c:4]1[cH:5][c:6]2[c:7]([cH:39][cH:40]1)[CH2:8][CH2:9][CH2:10][CH:11]([N:13]([CH2:14][CH:15]([CH2:16][O:17][c:18]1[cH:19][cH:20][cH:21][cH:22][cH:23]1)[O:24][Si:25]([CH2:26][CH3:27])([CH2:28][CH3:29])[CH2:30][CH3:31])[C:32](=[O:33])[O:34][C:35]([CH3:36])([CH3:37])[CH3:38])[CH2:12]2.[OH:46][C:47](=[O:48])[O-:49]>>[O:3]([c:4]1[cH:5][c:6]2[c:7]([cH:39][cH:40]1)[CH2:8][CH2:9][CH2:10][CH:11]([N:13]([CH2:14][CH:15]([CH2:16][O:17][c:18]1[cH:19][cH:20][cH:21][cH:22][cH:23]1)[O:24][Si:25]([CH2:26][CH3:27])([CH2:28][CH3:29])[CH2:30][CH3:31])[C:32](=[O:33])[O:34][C:35]([CH3:36])([CH3:37])[CH3:38])[CH2:12]2)[CH:41]([CH3:42])[CH3:43]. Yield: 53.7%. Solvent: CO (methanol). Reaction conditions: temperature 20 celsius, time 4 hour. Reactants: C[O-].[Na+] (sodium methylate), C(CCC)(=O)C=1C=C(NC(\C=C(\C)/Cl)=O)C=CC1 (m-butyryl-3-chlorocrotonanilide). RXN SMILES: [CH3:1][O-:2].[Na+].[C:4]([C:9]1[CH:10]=[C:11]([CH:19]=[CH:20][CH:21]=1)[NH:12][C:13](=[O:18])/[CH:14]=[C:15](\Cl)/[CH3:16])(=[O:8])[CH2:5][CH2:6][CH3:7]>CO>[C:4]([C:9]1[CH:10]=[C:11]([CH:19]=[CH:20][CH:21]=1)[NH:12][C:13](=[O:18])/[CH:14]=[C:15](\[O:2][CH3:1])/[CH3:16])(=[O:8])[CH2:5][CH2:6][CH3:7] |f:0.1|. Procedure details: 5.4 g of sodium methylate were added with stirring to a mixture of 26.5 g of m-butyryl-3-chlorocrotonanilide and 250 ml of methanol and after stirring for 4 hours at 20° C, the mixture was vacuum filtered to remove sodium chloride. The filtrate was concentrated to dryness under reduced pressure and the residue was chromatographed over silica gel. Elution with a 7-3 mixture of benzene and ethyl acetate yielded 14 g of m-butyryl-3-methoxy-crotonanilide melting at 81° C. Product: C(CCC)(=O)C=1C=C(NC(\C=C(\C)/OC)=O)C=CC1 (m-butyryl-3-methoxy-crotonanilide). The solvent is CC#N (MeCN). Yields the product NCCCC(=O)N1[C@H](CCC1)CNC(C1=C(N=C(C=C1)C1=C(C=CC=C1)C#N)NCCC1OCCCC1)=O (N—(((R)-1-(4-aminobutanoyl)pyrrolidin-2-yl)methyl)-6-(2-cyanophenyl)-2-(2-(tetrahydro-2H-pyran-2-yl)ethylamino)nicotinamide). As a reaction SMILES: [C:1]([C:3]1[CH:8]=[CH:7][CH:6]=[CH:5][C:4]=1[C:9]1[CH:39]=[CH:38][C:12]([C:13]([NH:15][CH2:16][C@H:17]2[CH2:21][CH2:20][CH2:19][N:18]2[C:22](=[O:37])[CH2:23][CH2:24][CH2:25][NH:26]C(=O)OCC2C=CC=CC=2)=[O:14])=[C:11]([NH:40][CH2:41][CH2:42][CH:43]2[CH2:48][CH2:47][CH2:46][CH2:45][O:44]2)[N:10]=1)#[N:2].[Si](I)(C)(C)C>CC#N>[NH2:26][CH2:25][CH2:24][CH2:23][C:22]([N:18]1[CH2:19][CH2:20][CH2:21][C@@H:17]1[CH2:16][NH:15][C:13](=[O:14])[C:12]1[CH:38]=[CH:39][C:9]([C:4]2[CH:5]=[CH:6][CH:7]=[CH:8][C:3]=2[C:1]#[N:2])=[N:10][C:11]=1[NH:40][CH2:41][CH2:42][CH:43]1[CH2:48][CH2:47][CH2:46][CH2:45][O:44]1)=[O:37]. The reactants are C(#N)C1=C(C=CC=C1)C1=NC(=C(C(=O)NC[C@@H]2N(CCC2)C(CCCNC(OCC2=CC=CC=C2)=O)=O)C=C1)NCCC1OCCCC1 (benzyl 4-((R)-2-((6-(2-cyanophenyl)-2-(2-(tetrahydro-2H-pyran-2-yl)ethylamino)nicotinamido)methyl)pyrrolidin-1-yl)-4-oxobutylcarbamate), [Si](C)(C)(C)I (TMSI). Reported procedure: To a solution of benzyl 4-((R)-2-((6-(2-cyanophenyl)-2-(2-(tetrahydro-2H-pyran-2-yl)ethylamino)nicotinamido)methyl)pyrrolidin-1-yl)-4-oxobutylcarbamate (47 mg, 0.072 mmol) in MeCN (1 mL) at 0° C. was added TMSI (72 mg, 0.36 mmol). The mixture was stirred at room temperature for 2 hrs and purified on RP-HPLC using a mixture of acetonitrile and H2O to give N—(((R)-1-(4-aminobutanoyl)pyrrolidin-2-yl)methyl)-6-(2-cyanophenyl)-2-(2-(tetrahydro-2H-pyran-2-yl)ethylamino)nicotinamide (36 mg, 77%). LRMS ... Yield: 96.4%. Conditions: time 2 hour. Starting materials: C(C=C)(=O)Cl (acryloyl chloride), ClC1=CC=C(C=C1)C1SC2=C(NC1)C=CC=C2 (2-(4-chlorophenyl)-3,4-dihydro-2H-1,4-benzothiazine), C(O)([O-])=O.[Na+] (sodium hydrogen carbonate), O (water). Solvent: C(Cl)Cl (methylene chloride), C(Cl)Cl (methylene chloride). Run at time 3 hour. The product is ClC1=CC=C(C=C1)C1SC2=C(N(C1)C(C=C)=O)C=CC=C2 (2-(4-chlorophenyl)-4-acryloyl-3,4-dihyro-2H-1,4-benzothiazine). Yield: 92.7%. As a reaction SMILES: [Cl:1][C:2]1[CH:7]=[CH:6][C:5]([CH:8]2[CH2:13][NH:12][C:11]3[CH:14]=[CH:15][CH:16]=[CH:17][C:10]=3[S:9]2)=[CH:4][CH:3]=1.C(=O)([O-])O.[Na+].O.[C:24](Cl)(=[O:27])[CH:25]=[CH2:26]>C(Cl)Cl>[Cl:1][C:2]1[CH:3]=[CH:4][C:5]([CH:8]2[CH2:13][N:12]([C:24](=[O:27])[CH:25]=[CH2:26])[C:11]3[CH:14]=[CH:15][CH:16]=[CH:17][C:10]=3[S:9]2)=[CH:6][CH:7]=1 |f:1.2|. Procedure details: To a mixture of 2-(4-chlorophenyl)-3,4-dihydro-2H-1,4-benzothiazine (9.62 g), sodium hydrogen carbonate (6.0 g), methylene chloride (100 ml) and water (50 ml) is added dropwise with stirring a solution of acryloyl chloride (5.0 g) in methylene chloride (20 ml) under ice cooling over a period of about 30 minutes. The mixture is stirred at room temperature for 3 hours, and the organic layer is washed and dried. After the solvent is distilled off, the resulting crystals are washed with n-hexane to ... The reactants are C(=C\CCC)/C1CCC(CC1)C=O (4-(trans-1-pentenyl)cyclohexanecarboxaldehyde), [Cr](=O)(=O)(O)O (chromic acid), C(C)(C)O (isopropanol), [Cr](=O)(=O)(O)O (chromic acid). Solvent: CC(=O)C (acetone). Conditions: time 1 hour. Yields the product C(=C\CCC)/C1CCC(CC1)C(=O)O (4-(trans-1-pentenyl)cyclohexanecarboxylic acid). Yield: 49.5%. Reaction SMILES: [CH:1](/[CH:6]1[CH2:11][CH2:10][CH:9]([CH:12]=[O:13])[CH2:8][CH2:7]1)=[CH:2]\[CH2:3][CH2:4][CH3:5].[Cr](O)(O)(=O)=[O:15].C(O)(C)C>CC(C)=O>[CH:1](/[CH:6]1[CH2:7][CH2:8][CH:9]([C:12]([OH:15])=[O:13])[CH2:10][CH2:11]1)=[CH:2]\[CH2:3][CH2:4][CH3:5]. Procedure: A solution of 1.6 g of 4-(trans-1-pentenyl)cyclohexanecarboxaldehyde in 120 ml of acetone was cooled to -10° C., treated dropwise with 8N chromic acid (about 10 ml) until the colour of the mixture remained brown-orange and stirred for 1 hour. Excess chromic acid was reduced by the addition of isopropanol. The green solution was subsequently partitioned three times in water/methylene chloride. The organic extracts were washed twice with water and the wash-water was back-extracted with methylene c... Reactants: ClCCCOC (1-chloro-3-methoxypropane), [I-].[Na+] (sodium iodide), ClCCCOC (1-chloro-3-methoxypropane), [H-].[Na+] (sodium hydride), C(C)(=O)NC1=C(C=C(C=C1)C=1OC2=C(C(C1)=O)C(=C(C=C2F)F)N)F (2-(4-Acetylamino-3-fluorophenyl)-5-amino-6,8-difluoro-4H-1-benzopyran-4-one), [H-].[Na+] (sodium hydride). Solvent: CN(C=O)C (dimethylformamide), O (Water). Run at temperature 90 celsius, time 2 hour. Product: C(C)(=O)N(CCCOC)C1=C(C=C(C=C1)C=1OC2=C(C(C1)=O)C(=C(C=C2F)F)N)F (2-[4-[N-acetyl-N-(3-methoxypropyl)amino]-3-fluorophenyl]-5-amino-6,8-difluoro-4H-1-benzopyran-4-one). The yield is 64.5%. Reaction SMILES: Cl[CH2:2][CH2:3][CH2:4][O:5][CH3:6].[I-].[Na+].[C:9]([NH:12][C:13]1[CH:18]=[CH:17][C:16]([C:19]2[O:20][C:21]3[C:29]([F:30])=[CH:28][C:27]([F:31])=[C:26]([NH2:32])[C:22]=3[C:23](=[O:25])[CH:24]=2)=[CH:15][C:14]=1[F:33])(=[O:11])[CH3:10].[H-].[Na+]>CN(C)C=O.O>[C:9]([N:12]([C:13]1[CH:18]=[CH:17][C:16]([C:19]2[O:20][C:21]3[C:29]([F:30])=[CH:28][C:27]([F:31])=[C:26]([NH2:32])[C:22]=3[C:23](=[O:25])[CH:24]=2)=[CH:15][C:14]=1[F:33])[CH2:2][CH2:3][CH2:4][O:5][CH3:6])(=[O:11])[CH3:10] |f:1.2,4.5|. Reported procedure: 949 mg of 1-chloro-3-methoxypropane and 1.30 g of sodium iodide were dissolved in 20 ml of dimethylformamide under argon atmosphere and the mixture was stirred at 90° C. for 2 hours. The reaction solution was cooled on ice and 1.51 g (4.35mmol) of Compound 27 obtained in Example 27 and 89 mg of sodium hydride (60% oil dispersion) were added thereto. The mixture was stirred at room temperature for 1 hour, 943 mg of 1-chloro-3-methoxypropane and 191 mg of sodium hydride (60% oil dispersion) were a... Reactants: CCOC(=O)c1nc(Br)c2nc(-c3ccccc3)sc2c1O, CCC[Sn](CCC)(CCC)CCC, CN(C)C=O, Cl[Pd]Cl, c1ccc(P(c2ccccc2)c2ccccc2)cc1, c1ccc(P(c2ccccc2)c2ccccc2)cc1. Yields the product CCCc1nc(C(=O)OCC)c(O)c2sc(-c3ccccc3)nc12. Reaction SMILES: [CH2:1]([CH3:2])[O:3][C:4](=[O:5])[c:6]1[c:7]([OH:22])[c:8]2[c:9]([c:10]([Br:12])[n:11]1)[n:13][c:14](-[c:16]1[cH:17][cH:18][cH:19][cH:20][cH:21]1)[s:15]2.[CH2:23]([CH2:24][CH3:25])[Sn:26]([CH2:27][CH2:28][CH3:29])([CH2:30][CH2:31][CH3:32])[CH2:33][CH2:34][CH3:35].[CH3:36][N:37]([CH3:38])[CH:39]=[O:40].[Pd:41]([Cl:42])[Cl:43].[c:44]1([P:45]([c:46]2[cH:47][cH:48][cH:49][cH:50][cH:51]2)[c:52]2[cH:53][cH:54][cH:55][cH:56][cH:57]2)[cH:58][cH:59][cH:60][cH:61][cH:62]1.[c:63]1([P:64]([c:65]2[cH:66][cH:67][cH:68][cH:69][cH:70]2)[c:71]2[cH:72][cH:73][cH:74][cH:75][cH:76]2)[cH:77][cH:78][cH:79][cH:80][cH:81]1>>[CH2:1]([CH3:2])[O:3][C:4](=[O:5])[c:6]1[c:7]([OH:22])[c:8]2[c:9]([c:10]([CH2:23][CH2:24][CH3:25])[n:11]1)[n:13][c:14](-[c:16]1[cH:17][cH:18][cH:19][cH:20][cH:21]1)[s:15]2.